This data is from the Open Reaction Database (ORD), a public repository of structured organic reaction records. The task is: describe an organic reaction: reactants, conditions, products, and yield Starting materials: C1(=CC=CC=C1)OC(NC=1C(=NC(=C(C1)CC)C)OC)=O (Phenyl-N-(5-ethyl-2-methoxy-6-methylpyridin-3-yl)carbamate), ClC1=C(C=CC=C1)N1CCNCC1 (1-(2-chlorophenyl)piperazine). Product: C(C)C=1C=C(C(=NC1C)OC)NC(=O)N1CCN(CC1)C1=C(C=CC=C1)Cl (1-[(5-ethyl-2-methoxy-6-methylpyridin-3-yl)aminocarbonyl]-4-(2-chlorophenyl)piperazine). The yield is 82.0%. As a reaction SMILES: C1(O[C:8](=[O:21])[NH:9][C:10]2[C:11]([O:19][CH3:20])=[N:12][C:13]([CH3:18])=[C:14]([CH2:16][CH3:17])[CH:15]=2)C=CC=CC=1.[Cl:22][C:23]1[CH:28]=[CH:27][CH:26]=[CH:25][C:24]=1[N:29]1[CH2:34][CH2:33][NH:32][CH2:31][CH2:30]1>>[CH2:16]([C:14]1[CH:15]=[C:10]([NH:9][C:8]([N:32]2[CH2:31][CH2:30][N:29]([C:24]3[CH:25]=[CH:26][CH:27]=[CH:28][C:23]=3[Cl:22])[CH2:34][CH2:33]2)=[O:21])[C:11]([O:19][CH3:20])=[N:12][C:13]=1[CH3:18])[CH3:17]. Procedure: Phenyl-N-(5-ethyl-2-methoxy-6-methylpyridin-3-yl)carbamate and 1-(2-chlorophenyl)piperazine were reacted by the same way with the example 1 to obtain the titled compound. Reactants: FC(C=1C=C(C=CC1)C1=NC2=C(C=CC=C2C=C1)C(=O)O)(F)F (2-(3-(trifluoromethyl)phenyl)quinoline-8-carboxylic acid), [H-].[H-].[H-].[H-].[Li+].[Al+3] (LiAlH4). The solvent is C1CCOC1 (THF). Conditions: time 8 hour. Product: FC(C=1C=C(C=CC1)C1=NC2=C(C=CC=C2C=C1)CO)(F)F ((2-(3-(trifluoromethyl)phenyl)quinolin-8-yl)methanol). Isolated yield 48.2%. Reaction SMILES: [F:1][C:2]([F:23])([F:22])[C:3]1[CH:4]=[C:5]([C:9]2[CH:18]=[CH:17][C:16]3[C:11](=[C:12]([C:19](O)=[O:20])[CH:13]=[CH:14][CH:15]=3)[N:10]=2)[CH:6]=[CH:7][CH:8]=1.[H-].[H-].[H-].[H-].[Li+].[Al+3]>C1COCC1>[F:22][C:2]([F:1])([F:23])[C:3]1[CH:4]=[C:5]([C:9]2[CH:18]=[CH:17][C:16]3[C:11](=[C:12]([CH2:19][OH:20])[CH:13]=[CH:14][CH:15]=3)[N:10]=2)[CH:6]=[CH:7][CH:8]=1 |f:1.2.3.4.5.6|. Procedure details: To a solution of 2-(3-(trifluoromethyl)phenyl)quinoline-8-carboxylic acid (1.5 g, 4.72 mmol) in THF (50 ml) was added LiAlH4 (0.36 g, 9.46 mmol) in portions at 0° C. The mixture was stirred at room temperature overnight, quenched with water and concentrated to dryness. The residue was diluted with water and extracted with ethylacetate. The combined organic layers were washed with brine, dried over Na2SO4, and concentrated. Purification by column chromatography (1:10 ethylacetate in pentane) gave...